Dataset: the Open Reaction Database (ORD), a public repository of structured organic reaction records. Task: describe an organic reaction: reactants, conditions, products, and yield Reactants: CCOC(=S)Cl, CC(C)N1CC(=O)N(C)c2cnc(Nc3cc(N)cc(C(F)(F)F)c3)nc21, O, c1ccncc1. The product is CCOC(=S)Nc1cc(Nc2ncc3c(n2)N(C(C)C)CC(=O)N3C)cc(C(F)(F)F)c1. RXN SMILES: [CH2:1]([CH3:2])[O:3][C:4](=[S:5])[Cl:6].[NH2:7][c:8]1[cH:9][c:10]([NH:18][c:19]2[n:20][c:21]3[c:26]([cH:27][n:28]2)[N:25]([CH3:29])[C:24](=[O:30])[CH2:23][N:22]3[CH:31]([CH3:32])[CH3:33])[cH:11][c:12]([C:14]([F:15])([F:16])[F:17])[cH:13]1.[OH2:34].[cH:35]1[cH:36][cH:37][n:38][cH:39][cH:40]1>>[CH2:1]([CH3:2])[O:3][C:4](=[S:5])[NH:7][c:8]1[cH:9][c:10]([NH:18][c:19]2[n:20][c:21]3[c:26]([cH:27][n:28]2)[N:25]([CH3:29])[C:24](=[O:30])[CH2:23][N:22]3[CH:31]([CH3:32])[CH3:33])[cH:11][c:12]([C:14]([F:15])([F:16])[F:17])[cH:13]1. Reactants: C(C1=CC=CC=C1)OC(=O)N1C(CCC1)CC1=C(OC2=C1C=CC=C2)C=CC(=O)OCC (2-[2-(2-Ethoxycarbonyl-vinyl)-benzofuran-3-ylmethyl]-pyrrolidine-1-carboxylic acid benzyl ester), B(F)(F)F (BF3), CC(C)C[AlH]CC(C)C (DIBAL), CCOC(=O)C (EtOAc), CC(C)C[AlH]CC(C)C (DIBAL). Run in C(Cl)Cl (DCM). Conditions: time 10 minute. The product is C(C1=CC=CC=C1)OC(=O)N1C(CCC1)CC1=C(OC2=C1C=CC=C2)C=CCO (2-[2-(3-Hydroxy-propenyl)-benzofuran-3-ylmethyl]-pyrrolidine-1-carboxylic acid benzyl ester). Yield: 72.1%. As a reaction SMILES: B(F)(F)F.[CH2:5]([O:12][C:13]([N:15]1[CH2:19][CH2:18][CH2:17][CH:16]1[CH2:20][C:21]1[C:25]2[CH:26]=[CH:27][CH:28]=[CH:29][C:24]=2[O:23][C:22]=1[CH:30]=[CH:31][C:32](OCC)=[O:33])=[O:14])[C:6]1[CH:11]=[CH:10][CH:9]=[CH:8][CH:7]=1.CC(C[AlH]CC(C)C)C.CCOC(C)=O>C(Cl)Cl>[CH2:5]([O:12][C:13]([N:15]1[CH2:19][CH2:18][CH2:17][CH:16]1[CH2:20][C:21]1[C:25]2[CH:26]=[CH:27][CH:28]=[CH:29][C:24]=2[O:23][C:22]=1[CH:30]=[CH:31][CH2:32][OH:33])=[O:14])[C:6]1[CH:7]=[CH:8][CH:9]=[CH:10][CH:11]=1. Procedure: At −78° C., BF3.etherate (0.6 mL, 4.8 mmol) was added to a solution containing 47 (1.7 g, 3.9 mmol) in anhydrous DCM (40 mL). After 10 min, DIBAL (1 M/DCM, 10 mL, 10 mmol) was added dropwise from an addition funnel. After 5 min following the complete addition of the DIBAL solution, EtOAc (10 mL) was added to quench the excess reagent. Dilute aqueous HCl was slowly added and the reaction mixture was allowed to slowly warm to ambient temperature. The product was extracted with DCM and EtOAc and th... The reactants are [BH4-], CC(C)(C)OC(=O)N1CCC(N)CC1, CCOC(=O)C1CN(C(=O)OCC)CCC1NS(=O)(=O)c1ccc(NC(=O)c2ccccc2C)c2ccccc12, C1CCOC1, [Li+], CC(C)N=C=O. Yields the product CCOC(=O)N1CCC(NS(=O)(=O)c2ccc(NC(=O)c3ccccc3C)c3ccccc23)C(CO)C1. RXN SMILES: [BH4-:61].[C:41]([O:42][C:43]([N:44]1[CH2:45][CH2:46][CH:47]([NH2:48])[CH2:49][CH2:50]1)=[O:51])([CH3:52])([CH3:53])[CH3:54].[CH2:1]([CH3:2])[O:3][C:4](=[O:5])[N:6]1[CH2:7][CH:8]([C:36](=[O:37])[O:38][CH2:39][CH3:40])[CH:9]([NH:12][S:13](=[O:14])(=[O:15])[c:16]2[cH:17][cH:18][c:19]([NH:26][C:27]([c:28]3[c:29]([CH3:34])[cH:30][cH:31][cH:32][cH:33]3)=[O:35])[c:20]3[cH:21][cH:22][cH:23][cH:24][c:25]23)[CH2:10][CH2:11]1.[CH2:63]1[O:64][CH2:65][CH2:66][CH2:67]1.[Li+:62].[N:55]([CH:56]([CH3:57])[CH3:58])=[C:59]=[O:60]>>[CH2:1]([CH3:2])[O:3][C:4](=[O:5])[N:6]1[CH2:7][CH:8]([CH2:36][OH:37])[CH:9]([NH:12][S:13](=[O:14])(=[O:15])[c:16]2[cH:17][cH:18][c:19]([NH:26][C:27]([c:28]3[c:29]([CH3:34])[cH:30][cH:31][cH:32][cH:33]3)=[O:35])[c:20]3[cH:21][cH:22][cH:23][cH:24][c:25]23)[CH2:10][CH2:11]1. Reported procedure: 0.7 g (1.2 mmol) of 4-[(5-(N-methoxycarbonylmethyl-quinolin-8-yl-sulphonylamino)-1-methyl-1H-benzimidazol-2-yl)-methyl]-benzamidine-hydrochloride and 0.66 g (4.8 mmol) of potassium carbonate are dissolved in 5 ml water and 20 ml acetone and after the addition of 0.12 9 (1.3 mmol) of methylchloroformate the mixture is stirred for 30 minutes at ambient temperature. The solvent is evaporated off, the residue chromatographed on silica gel and eluted with methylene chloride/methanol 40:1. The desired... Conditions: time 30 minute. As a reaction SMILES: Cl.[CH3:2][O:3][C:4]([CH2:6][N:7]([S:28]([C:31]1[CH:32]=[CH:33][CH:34]=[C:35]2[C:40]=1[N:39]=[CH:38][CH:37]=[CH:36]2)(=[O:30])=[O:29])[C:8]1[CH:27]=[CH:26][C:11]2[N:12]([CH3:25])[C:13]([CH2:15][C:16]3[CH:24]=[CH:23][C:19]([C:20]([NH2:22])=[NH:21])=[CH:18][CH:17]=3)=[N:14][C:10]=2[CH:9]=1)=[O:5].C(=O)([O-])[O-].[K+].[K+].CC(C)=O.[CH3:51][O:52][C:53](Cl)=[O:54]>O>[CH3:2][O:3][C:4]([CH2:6][N:7]([S:28]([C:31]1[CH:32]=[CH:33][CH:34]=[C:35]2[C:40]=1[N:39]=[CH:38][CH:37]=[CH:36]2)(=[O:29])=[O:30])[C:8]1[CH:27]=[CH:26][C:11]2[N:12]([CH3:25])[C:13]([CH2:15][C:16]3[CH:24]=[CH:23][C:19]([C:20]([NH2:22])=[N:21][C:53]([O:52][CH3:51])=[O:54])=[CH:18][CH:17]=3)=[N:14][C:10]=2[CH:9]=1)=[O:5] |f:0.1,2.3.4|. Solvent: O (water). Yields the product COC(=O)CN(C1=CC2=C(N(C(=N2)CC2=CC=C(C(=NC(=O)OC)N)C=C2)C)C=C1)S(=O)(=O)C=1C=CC=C2C=CC=NC12 (4-[(5-(N-methoxycarbonylmethyl-quinolin-8-yl-sulphonylamino)-1-methyl-1H-benzimidazol-2-yl)-methyl]-N'-methoxycarbonyl-benzamidine). Reactants: Cl.COC(=O)CN(C1=CC2=C(N(C(=N2)CC2=CC=C(C(=N)N)C=C2)C)C=C1)S(=O)(=O)C=1C=CC=C2C=CC=NC12 (4-[(5-(N-methoxycarbonylmethyl-quinolin-8-yl-sulphonylamino)-1-methyl-1H-benzimidazol-2-yl)-methyl]-benzamidine-hydrochloride), C([O-])([O-])=O.[K+].[K+] (potassium carbonate), CC(=O)C (acetone), 9, COC(=O)Cl (methylchloroformate).